From a dataset of the Open Reaction Database (ORD), a public repository of structured organic reaction records. describe an organic reaction: reactants, conditions, products, and yield Starting materials: C1COCCN1, Clc1nn2ccnc2c2c1CCCC2, O. The product is c1cn2nc(N3CCOCC3)c3c(c2n1)CCCC3. Reaction SMILES: [CH2:15]1[CH2:16][O:17][CH2:18][CH2:19][NH:20]1.[Cl:1][c:2]1[n:3][n:4]2[c:5]([c:6]3[c:11]1[CH2:10][CH2:9][CH2:8][CH2:7]3)[n:12][cH:13][cH:14]2.[OH2:21]>>[c:2]1([N:20]2[CH2:15][CH2:16][O:17][CH2:18][CH2:19]2)[n:3][n:4]2[c:5]([c:6]3[c:11]1[CH2:10][CH2:9][CH2:8][CH2:7]3)[n:12][cH:13][cH:14]2.